From a dataset of the Open Reaction Database (ORD), a public repository of structured organic reaction records. describe an organic reaction: reactants, conditions, products, and yield The reactants are BrCC(C(C)C)=O (1-Bromo-3-methylbutan-2-one), C(C)O (ethanol), NC1=NC(=CC(=C1)C(=O)OCC)C (ethyl 2-amino-6-methylpyridine-4-carboxylate). The product is CC1=CC(=CC=2N1C=C(N2)C2(CC2)C)C(=O)OCC (ethyl 5-methyl-2-(1-methylcyclopropyl)imidazo[1,2-a]pyridine-7-carboxylate). Isolated yield 21.0%. RXN SMILES: Br[CH2:2][C:3](=O)[CH:4]([CH3:6])[CH3:5].[NH2:8][C:9]1[CH:14]=[C:13]([C:15]([O:17][CH2:18][CH3:19])=[O:16])[CH:12]=[C:11]([CH3:20])[N:10]=1.[CH2:21](O)C>>[CH3:20][C:11]1[N:10]2[CH:2]=[C:3]([C:4]3([CH3:6])[CH2:21][CH2:5]3)[N:8]=[C:9]2[CH:14]=[C:13]([C:15]([O:17][CH2:18][CH3:19])=[O:16])[CH:12]=1. Procedure details: 1-Bromo-3-methylbutan-2-one (4.43 g, 26.8 mmol) was dissolved in ethanol (10 mL), and the solution was stirred under heat and reflux for 2 days after adding ethyl 2-amino-6-methylpyridine-4-carboxylate (3.00 g, 16.7 mmol). The reaction mixture was allowed to cool to room temperature, and extracted with ethyl acetate after adding a sodium hydrogen carbonate aqueous solution. The organic layer was washed with saturated brine, and dried over anhydrous sodium sulfate. The solvent was then evaporated... Reactants: Cn1nc([N+](=O)[O-])nc1Br, CCOC(Cc1ccc(B2OC(C)(C)C(C)(C)O2)cc1)C(=O)OC. The product is CCOC(Cc1ccc(-c2nc([N+](=O)[O-])nn2C)cc1)C(=O)OC. Reaction SMILES: [Br:1][c:2]1[n:3][c:4]([N+:8](=[O:9])[O-:10])[n:5][n:6]1[CH3:7].[CH2:11]([CH3:12])[O:13][CH:14]([C:15](=[O:16])[O:17][CH3:18])[CH2:19][c:20]1[cH:21][cH:22][c:23]([B:26]2[O:27][C:28]([CH3:29])([CH3:30])[C:31]([CH3:32])([CH3:33])[O:34]2)[cH:24][cH:25]1>>[c:2]1(-[c:23]2[cH:22][cH:21][c:20]([CH2:19][CH:14]([O:13][CH2:11][CH3:12])[C:15](=[O:16])[O:17][CH3:18])[cH:25][cH:24]2)[n:3][c:4]([N+:8](=[O:9])[O-:10])[n:5][n:6]1[CH3:7]. Starting materials: [N+](=O)([O-])C1=CC=C(C=C1)OC(=O)C=1C2=C(C(=NC1)OC)OC(=C2)CC (2-ethyl-7-methoxyfuro[2,3-c]pyridine-4-carboxylic acid 4-nitrophenyl ester), NC1=C(C=C(C#N)C=C1Cl)Cl (4-amino-3,5-dichlorobenzonitrile). The product is ClC1=C(C(=CC(=C1)C#N)Cl)NC(=O)C=1C2=C(C(=NC1)OC)OC(=C2)CC (2-Ethyl-7-methoxyfuro[2,3-c]pyridine-4-carboxylic acid (2,6-dichloro-4-cyanophenyl)amide). Yield: 44.7%. As a reaction SMILES: [N+](C1C=CC(O[C:11]([C:13]2[C:14]3[CH:23]=[C:22]([CH2:24][CH3:25])[O:21][C:15]=3[C:16]([O:19][CH3:20])=[N:17][CH:18]=2)=[O:12])=CC=1)([O-])=O.[NH2:26][C:27]1[C:34]([Cl:35])=[CH:33][C:30]([C:31]#[N:32])=[CH:29][C:28]=1[Cl:36]>>[Cl:35][C:34]1[CH:33]=[C:30]([C:31]#[N:32])[CH:29]=[C:28]([Cl:36])[C:27]=1[NH:26][C:11]([C:13]1[C:14]2[CH:23]=[C:22]([CH2:24][CH3:25])[O:21][C:15]=2[C:16]([O:19][CH3:20])=[N:17][CH:18]=1)=[O:12]. Procedure details: Starting from 2-ethyl-7-methoxyfuro[2,3-c]pyridine-4-carboxylic acid 4-nitrophenyl ester (0.10 g) and 4-amino-3,5-dichlorobenzonitrile (0.12 g). Purification by column chromatography on silica with 20% then 30% then 50% ethyl acetate in hexane to give the title compound (0.051 g) as a cream solid. Reactants: FC1=C(C=C(C=C1)F)[C@@H]1N(CCC1)C1=NC=2N(C=C1)N=CC2N ((R)-5-(2-(2,5-difluorophenyl)pyrrolidin-1-yl)pyrazolo[1,5-a]pyrimidin-3-amine), O[C@H]1C[C@H](CC1)C(=O)O ((1S,3R)-3-hydroxycyclopentanecarboxylic acid), F[B-](F)(F)F.N1(N=NC2=C1C=CC=C2)OC(=[N+](C)C)N(C)C (2-(1H-benzo[d][1,2,3]triazol-1-yl)-1,1,3,3-tetramethyluronium tetrafluoroborate), CCN(C(C)C)C(C)C (DIEA). Run in CC(=O)N(C)C (DMA). Conditions: time 1 hour. Yields the product FC1=C(C=C(C=C1)F)[C@@H]1N(CCC1)C1=NC=2N(C=C1)N=CC2NC(=O)[C@@H]2C[C@@H](CC2)O ((1S,3R)—N-(5-((R)-2-(2,5-difluorophenyl)pyrrolidin-1-yl)pyrazolo[1,5-a]pyrimidin-3-yl)-3-hydroxycyclopentanecarboxamide). The yield is 29.2%. RXN SMILES: [F:1][C:2]1[CH:7]=[CH:6][C:5]([F:8])=[CH:4][C:3]=1[C@H:9]1[CH2:13][CH2:12][CH2:11][N:10]1[C:14]1[CH:19]=[CH:18][N:17]2[N:20]=[CH:21][C:22]([NH2:23])=[C:16]2[N:15]=1.[OH:24][C@@H:25]1[CH2:29][CH2:28][C@H:27]([C:30](O)=[O:31])[CH2:26]1.F[B-](F)(F)F.N1(OC(N(C)C)=[N+](C)C)C2C=CC=CC=2N=N1.CCN(C(C)C)C(C)C>CC(N(C)C)=O>[F:1][C:2]1[CH:7]=[CH:6][C:5]([F:8])=[CH:4][C:3]=1[C@H:9]1[CH2:13][CH2:12][CH2:11][N:10]1[C:14]1[CH:19]=[CH:18][N:17]2[N:20]=[CH:21][C:22]([NH:23][C:30]([C@H:27]3[CH2:28][CH2:29][C@@H:25]([OH:24])[CH2:26]3)=[O:31])=[C:16]2[N:15]=1 |f:2.3|. Procedure details: A DMA (1 mL) solution of (R)-5-(2-(2,5-difluorophenyl)pyrrolidin-1-yl)pyrazolo[1,5-a]pyrimidin-3-amine (Preparation B; 50 mg, 0.16 mmol), (1S,3R)-3-hydroxycyclopentanecarboxylic acid (23 mg, 0.17 mmol) [purchased from AFID Therapeutics Inc.] and 2-(1H-benzo[d][1,2,3]triazol-1-yl)-1,1,3,3-tetramethyluronium tetrafluoroborate (TBTU) (56 mg, 0.17 mmol) was first cooled in an ice-water bath, then DIEA (0.083 mL, 0.48 mmol) was added to reaction drop-wise. Ice bath was then removed and the reaction w... Reactants: ClC1=CC=CC(=N1)C (6-Chloro-2-methylpyridine), BrN1C(CCC1=O)=O (N-bromosuccinimide). The reagents and catalysts are C(C1=CC=CC=C1)(=O)OOC(C1=CC=CC=C1)=O (benzoyl peroxide). Run in ClC(Cl)(Cl)Cl (tetrachloromethane). Yields the product ClC1=CC=CC(=N1)CBr (6-chloro-2-bromomethylpyridine). The yield is 77.2%. Reaction SMILES: [Cl:1][C:2]1[N:7]=[C:6]([CH3:8])[CH:5]=[CH:4][CH:3]=1.[Br:9]N1C(=O)CCC1=O>C(OOC(=O)C1C=CC=CC=1)(=O)C1C=CC=CC=1.ClC(Cl)(Cl)Cl>[Cl:1][C:2]1[N:7]=[C:6]([CH2:8][Br:9])[CH:5]=[CH:4][CH:3]=1. Procedure details: 6-Chloro-2-methylpyridine (20 g), (Ex Aldrich), N-bromosuccinimide (31 g), benzoyl peroxide (570 mg) and tetrachloromethane (250 ml) were heated together under reflux and under irradiation from a powerful lamp for 6 hours. After standard work-up and purification by column chromatography (silica; 5% ether in hexane), 6-chloro-2-bromomethylpyridine (25 g,) was obtained.